Dataset: the Open Reaction Database (ORD), a public repository of structured organic reaction records. Task: describe an organic reaction: reactants, conditions, products, and yield Reactants: C1CCOC1, CC(C)[N-]C(C)C, Fc1ccccc1I, [Li+], CN(C)C=O. Product: O=Cc1cccc(I)c1F. Reaction SMILES: [CH2:22]1[O:23][CH2:24][CH2:25][CH2:26]1.[CH3:10][CH:11]([N-:12][CH:13]([CH3:14])[CH3:15])[CH3:16].[F:1][c:2]1[c:3]([I:8])[cH:4][cH:5][cH:6][cH:7]1.[Li+:9].[O:17]=[CH:18][N:19]([CH3:20])[CH3:21]>>[F:1][c:2]1[c:3]([I:8])[cH:4][cH:5][cH:6][c:7]1[CH:18]=[O:17]. Reactants: O=C(Cl)OCc1ccc(Cl)c(C(F)(F)F)c1, CCOC(=O)C(C(=O)OCC)=C(C)N. The product is CCOC(=O)C(C(=O)OCC)=C(C)NC(=O)OCc1ccc(Cl)c(C(F)(F)F)c1. As a reaction SMILES: [Cl:1][C:2](=[O:3])[O:4][CH2:5][c:6]1[cH:7][c:8]([C:13]([F:14])([F:15])[F:16])[c:9]([Cl:12])[cH:10][cH:11]1.[NH2:17][C:18](=[C:19]([C:20](=[O:21])[O:22][CH2:23][CH3:24])[C:25](=[O:26])[O:27][CH2:28][CH3:29])[CH3:30]>>[C:2](=[O:3])([O:4][CH2:5][c:6]1[cH:7][c:8]([C:13]([F:14])([F:15])[F:16])[c:9]([Cl:12])[cH:10][cH:11]1)[NH:17][C:18](=[C:19]([C:20](=[O:21])[O:22][CH2:23][CH3:24])[C:25](=[O:26])[O:27][CH2:28][CH3:29])[CH3:30]. Starting materials: [Al+3], O=C(O)c1ccc(F)c(Br)c1, O=C([O-])O, COc1ccc2cc(-c3ccc(OCCN4CCCC4)cc3)sc2c1, [Ca+2], [Cl-], [Cl-], [Cl-], [Cl-], [Cl-], O=C(Cl)C(=O)Cl, ClCCl, [Na+]. The product is COc1ccc2c(C(=O)c3ccc(F)c(Br)c3)c(-c3ccc(OCCN4CCCC4)cc3)sc2c1. Reaction SMILES: [Al+3:47].[Br:1][c:2]1[cH:3][c:4]([C:5](=[O:6])[OH:7])[cH:8][cH:9][c:10]1[F:11].[C:50](=[O:51])([OH:52])[O-:53].[CH3:21][O:22][c:23]1[cH:24][cH:25][c:26]2[c:27]([s:28][c:29](-[c:31]3[cH:32][cH:33][c:34]([O:37][CH2:38][CH2:39][N:40]4[CH2:41][CH2:42][CH2:43][CH2:44]4)[cH:35][cH:36]3)[cH:30]2)[cH:45]1.[Ca+2:20].[Cl-:18].[Cl-:19].[Cl-:46].[Cl-:48].[Cl-:49].[Cl:12][C:13]([C:14]([Cl:15])=[O:16])=[O:17].[Cl:55][CH2:56][Cl:57].[Na+:54]>>[Br:1][c:2]1[cH:3][c:4]([C:5](=[O:7])[c:30]2[c:26]3[cH:25][cH:24][c:23]([O:22][CH3:21])[cH:45][c:27]3[s:28][c:29]2-[c:31]2[cH:32][cH:33][c:34]([O:37][CH2:38][CH2:39][N:40]3[CH2:41][CH2:42][CH2:43][CH2:44]3)[cH:35][cH:36]2)[cH:8][cH:9][c:10]1[F:11]. Starting materials: O=C(Cl)Cl, O=C([O-])[O-], C1CC1, COc1ccc2c(c1)C(N1CCNCC1)CC2, [K+], [K+]. Product: COc1ccc2c(c1)C(N1CCN(C(=O)C3CC3)CC1)CC2. Reaction SMILES: [C:18](=[O:19])([Cl:20])[Cl:21].[C:25](=[O:26])([O-:27])[O-:28].[CH2:22]1[CH2:23][CH2:24]1.[CH3:1][O:2][c:3]1[cH:4][cH:5][c:6]2[c:10]([cH:11]1)[CH:9]([N:12]1[CH2:13][CH2:14][NH:15][CH2:16][CH2:17]1)[CH2:8][CH2:7]2.[K+:29].[K+:30]>>[CH3:1][O:2][c:3]1[cH:4][cH:5][c:6]2[c:10]([cH:11]1)[CH:9]([N:12]1[CH2:13][CH2:14][N:15]([C:18](=[O:19])[CH:22]3[CH2:23][CH2:24]3)[CH2:16][CH2:17]1)[CH2:8][CH2:7]2.